From a dataset of the Open Reaction Database (ORD), a public repository of structured organic reaction records. describe an organic reaction: reactants, conditions, products, and yield Starting materials: O=C1OCC(N2CCOCC2)=C1Br, O=C([O-])[O-], CC1(C)OB(c2ccc(OCc3ccc4ccccc4n3)cc2)OC1(C)C, Cc1ccccc1, [Cs+], [Cs+], O. Yields the product O=C1OCC(N2CCOCC2)=C1c1ccc(OCc2ccc3ccccc3n2)cc1. As a reaction SMILES: [Br:1][C:2]1=[C:6]([N:7]2[CH2:8][CH2:9][O:10][CH2:11][CH2:12]2)[CH2:5][O:4][C:3]1=[O:13].[C:41](=[O:42])([O-:43])[O-:44].[CH3:14][C:15]1([CH3:16])[C:17]([CH3:18])([CH3:19])[O:20][B:21]([c:22]2[cH:23][cH:24][c:25]([O:26][CH2:27][c:28]3[n:29][c:30]4[cH:31][cH:32][cH:33][cH:34][c:35]4[cH:36][cH:37]3)[cH:38][cH:39]2)[O:40]1.[CH3:47][c:48]1[cH:49][cH:50][cH:51][cH:52][cH:53]1.[Cs+:45].[Cs+:46].[OH2:54]>>[C:2]1([c:22]2[cH:23][cH:24][c:25]([O:26][CH2:27][c:28]3[n:29][c:30]4[cH:31][cH:32][cH:33][cH:34][c:35]4[cH:36][cH:37]3)[cH:38][cH:39]2)=[C:6]([N:7]2[CH2:8][CH2:9][O:10][CH2:11][CH2:12]2)[CH2:5][O:4][C:3]1=[O:13]. The reactants are CC(C)(C)OC(=O)NC1(C(=O)O)CCc2ccccc2C1, CI, CCOC(C)=O, [H-], [Na+], CN(C)C=O. Yields the product CN(C(=O)OC(C)(C)C)C1(C(=O)O)CCc2ccccc2C1. Reaction SMILES: [C:1]([CH3:2])([CH3:3])([CH3:4])[O:5][C:6](=[O:7])[NH:8][C:9]1([C:19](=[O:20])[OH:21])[CH2:10][c:11]2[cH:12][cH:13][cH:14][cH:15][c:16]2[CH2:17][CH2:18]1.[CH3:22][I:23].[CH3:26][CH2:27][O:28][C:29](=[O:30])[CH3:31].[H-:25].[Na+:24].[O:32]=[CH:33][N:34]([CH3:35])[CH3:36]>>[C:1]([CH3:2])([CH3:3])([CH3:4])[O:5][C:6](=[O:7])[N:8]([C:9]1([C:19](=[O:20])[OH:21])[CH2:10][c:11]2[cH:12][cH:13][cH:14][cH:15][c:16]2[CH2:17][CH2:18]1)[CH3:26]. Starting materials: CC(=O)C=1C(=CC=CC1O)O (2,6-dihydroxyacetophenone), C([O-])([O-])=O.[K+].[K+] (potassium carbonate), COC(C(=O)C1=CC=CC=C1)Br (methoxyphenacylbromide). The solvent is CC(=O)C (acetone). The product is COC1=CC=C(C(=O)C=2OC3=C(C2C)C(=CC=C3)O)C=C1 (2-(p-methoxybenzoyl)-3-methyl-4-hydroxybenzofuran). Yield: 65.8%. RXN SMILES: [CH3:1][C:2]([C:4]1C(O)=[CH:6][CH:7]=[CH:8][C:9]=1[OH:10])=O.[C:12](=O)([O-])[O-:13].[K+].[K+].[CH3:18][O:19][CH:20](Br)[C:21]([C:23]1[CH:28]=[CH:27][CH:26]=[CH:25][CH:24]=1)=[O:22]>CC(C)=O>[CH3:12][O:13][C:26]1[CH:27]=[CH:28][C:23]([C:21]([C:20]2[O:19][C:18]3[CH:1]=[CH:2][CH:4]=[C:9]([OH:10])[C:8]=3[C:7]=2[CH3:6])=[O:22])=[CH:24][CH:25]=1 |f:1.2.3|. Reported procedure: A mixture of 2,6-dihydroxyacetophenone (5.35 gm; 35.0 mmoles), potassium carbonate (4.83 gm; 35.0 mmoles), and p methoxyphenacylbromide (8.05 gm; 35.0 mmoles) in acetone (150 mL) was refluxed for a period of 22 hours. The reaction mixture was cooled, filtered through Celite, and concentrated in vacuo. The residue was dissolved in methylene chloride and washed with IN sodium hydroxide. The aqueous phase was then acidified with 20% citric acid. The solid was filtered, washed with water, and air dr... Starting materials: CC=1OC(=C(N1)C)C(C)(OC)C1=COC=C1 (1-(2,4-Dimethyl-5-oxazolyl)-1-(3-furyl)-1-methoxyethane), Cl (hydrogen chloride). The solvent is C(C)OCC (diethylether), C(C)OCC (diethylether). Product: Cl.CC=1OC(=C(N1)C)C(=C)C1=COC=C1 (1-(2,4-Dimethyl-5-oxazolyl)-1-(3-furyl)ethene Hydrochloride). Reaction SMILES: [CH3:1][C:2]1[O:3][C:4]([C:8]([C:12]2[CH:16]=[CH:15][O:14][CH:13]=2)(OC)[CH3:9])=[C:5]([CH3:7])[N:6]=1.[ClH:17]>C(OCC)C>[ClH:17].[CH3:1][C:2]1[O:3][C:4]([C:8]([C:12]2[CH:16]=[CH:15][O:14][CH:13]=2)=[CH2:9])=[C:5]([CH3:7])[N:6]=1 |f:3.4|. Procedure: 1-(2,4-Dimethyl-5-oxazolyl)-1-(3-furyl)-1-methoxyethane (790 mg) in dry diethylether was treated with 1M anhydrous hydrogen chloride in diethylether (1.2 equivalents). The title compound was obtained as a white solid which was filtered off, washed and dried. M.p. 128.5°-130° C. Reactants: N1=CC(=CC=C1)NC=C(C(=O)OCC)C(=O)OCC (Diethyl 2-((pyridine-3-ylamino)methylene)malonate). Solvent: C1(=CC=CC=C1)OC1=CC=CC=C1 (diphenyl ether), C1(=CC=CC=C1)OC1=CC=CC=C1 (diphenyl ether). Conditions: temperature 246.5 celsius. The product is O=C1C(=CNC2=CC=CN=C12)C(=O)OCC (Ethyl 4-oxo-1,4-dihydro-1,5-naphthyridine-3-carboxylate). Yield: 50.2%. RXN SMILES: [N:1]1[CH:6]=[CH:5][CH:4]=[C:3]([NH:7][CH:8]=[C:9]([C:15]([O:17]CC)=O)[C:10]([O:12][CH2:13][CH3:14])=[O:11])[CH:2]=1>C1(OC2C=CC=CC=2)C=CC=CC=1>[O:17]=[C:15]1[C:2]2[C:3](=[CH:4][CH:5]=[CH:6][N:1]=2)[NH:7][CH:8]=[C:9]1[C:10]([O:12][CH2:13][CH3:14])=[O:11]. Reported procedure: To a hot (248° C., mantle and thermometer were used) and colorless solution of diphenyl ether (100 mL) was added dropwise a light brown solution of diethyl 2-((pyridin-3-ylamino)methylene)malonate (24) (3 g, 11.4 mmol) in diphenyl ether (4 mL, heated to dissolve) at 248° C. for 10 min. During the addition, the reaction mixture turned to a brown solution and then to a dark brown solution. The resulting brown reaction mixture was refluxed (inside temperature was 245 to 248° C.) for 1 h. Then, the ... The reactants are [Br-], Cc1cc(Br)cc(Cl)c1Cl, CCCCCC, CN(C)C=O, C=C([Zn+])C(F)(F)F, C1CCOC1, C1CCOC1. The product is C=C(c1cc(C)c(Cl)c(Cl)c1)C(F)(F)F. As a reaction SMILES: [Br-:6].[Br:14][c:15]1[cH:16][c:17]([Cl:23])[c:18]([Cl:22])[c:19]([CH3:21])[cH:20]1.[CH3:24][CH2:25][CH2:26][CH2:27][CH2:28][CH3:29].[CH3:35][N:36]([CH3:37])[CH:38]=[O:39].[F:7][C:8]([C:9](=[CH2:10])[Zn+:11])([F:12])[F:13].[O:1]1[CH2:2][CH2:3][CH2:4][CH2:5]1.[O:30]1[CH2:31][CH2:32][CH2:33][CH2:34]1>>[F:7][C:8]([C:9](=[CH2:10])[c:15]1[cH:16][c:17]([Cl:23])[c:18]([Cl:22])[c:19]([CH3:21])[cH:20]1)([F:12])[F:13]. Reactants: COC1=CC=C(C=N1)CCC(=O)OCC (ethyl 3-(6-methoxy-3-pyridyl)propionate), C(=O)OCC (ethyl formate), [H-].[Na+] (sodium hydride). Run in oil, COCCOC (1,2-dimethoxyethane). Conditions: time 8 hour. Yields the product C(=O)C(C(=O)OCC)CC=1C=NC(=CC1)OC (ethyl 2-formyl-3-(6-methoxy-3-pyridyl)propionate). Yield: 69.8%. Reaction SMILES: [CH3:1][O:2][C:3]1[N:8]=[CH:7][C:6]([CH2:9][CH2:10][C:11]([O:13][CH2:14][CH3:15])=[O:12])=[CH:5][CH:4]=1.[CH:16](OCC)=[O:17].[H-].[Na+]>COCCOC>[CH:16]([CH:10]([CH2:9][C:6]1[CH:7]=[N:8][C:3]([O:2][CH3:1])=[CH:4][CH:5]=1)[C:11]([O:13][CH2:14][CH3:15])=[O:12])=[O:17] |f:2.3|. Reported procedure: A mixture of ethyl 3-(6-methoxy-3-pyridyl)propionate (32.74 g) and ethyl formate (17.22 g) was added dropwise over 1.5 hours to a stirred suspension of sodium hydride in oil (50%, 9.38 g) in 1,2-dimethoxyethane (50 ml) cooled to -2°, and allowed to stand overnight at room temperature. The mixture was poured on to ice and the mixture was extracted with ether (discarded), and the aqueous phase was adjusted to pH 5 with 2N sulphuric acid. An oil was precipitated and crystallised on standing to give... Starting materials: C[Si](C#CC1=NC=C(C=C1)Cl)(C)C (2-trimethylsilylethynyl-5-chloropyridine), S([O-])(O)=O.[Na+] (sodium bisulphite), O (water), S(=O)(=O)(OCCCCCCCCCCCC)[O-].[Na+] (sodium lauryl sulphate), [Mn](=O)(=O)(=O)[O-].[K+] (potassium permanganate). Yields the product ClC=1C=CC(=NC1)C(=O)O (5-chloropyridine-2-carboxylic acid). As a reaction SMILES: C[Si](C)(C)C#[C:4][C:5]1[CH:10]=[CH:9][C:8]([Cl:11])=[CH:7][N:6]=1.S([O-])(OCCCCCCCCCCCC)(=O)=[O:15].[Na+].[Mn]([O-])(=O)(=O)=O.[K+].S(=O)(O)[O-].[Na+].[OH2:43]>>[Cl:11][C:8]1[CH:9]=[CH:10][C:5]([C:4]([OH:15])=[O:43])=[N:6][CH:7]=1 |f:1.2,3.4,5.6|. Reported procedure: 0.10 g (0.5 mmol) of 2-trimethylsilylethynyl-5-chloropyridine, 0.01 g of sodium lauryl sulphate and 2 ml of deionized water are placed under an inert gas atmosphere. Subsequently, 0.25 g (15 mmol) of potassium permanganate is added thereto at 23° while stirring. After 2 hours the reaction mixture is treated with aqueous sodium bisulphite solution (about 40 percent) until, after filtration of a sample over filter paper, the violet colour of the permanganate has disappeared. The suspension is filt...